This data is from the Open Reaction Database (ORD), a public repository of structured organic reaction records. The task is: describe an organic reaction: reactants, conditions, products, and yield Reactants: C (charcoal), O1C(COC2=C1C=CC=C2)C(=O)O (2,3-dihydro-1,4-benzodioxine-2-carboxylic acid), COC=1C=C2C(=NC(=NC2=CC1OC)N1CCNCC1)N (6,7-dimethoxy-2-(piperazin-1-yl)quinazolin-4-amine), C1(CCCCC1)N=C=NC1CCCCC1 (dicyclohexylcarbodiimide). Solvent: CC(=O)C (Acetone), O1CCCC1 (tetrahydrofuran). Run at temperature 22.5 celsius, time 7.5 minute. Product: COC=1C=C2C(=CC1OC)N=C(N=C2N)N3CCN(CC3)C(=O)C4COC=5C=CC=CC5O4 (doxazosin). Isolated yield 93.6%. RXN SMILES: [O:1]1[C:6]2[CH:7]=[CH:8][CH:9]=[CH:10][C:5]=2[O:4][CH2:3][CH:2]1[C:11]([OH:13])=O.[CH3:14][O:15][C:16]1[CH:17]=[C:18]2[C:23](=[CH:24][C:25]=1[O:26][CH3:27])[N:22]=[C:21]([N:28]1[CH2:33][CH2:32][NH:31][CH2:30][CH2:29]1)[N:20]=[C:19]2[NH2:34].C1(N=C=NC2CCCCC2)CCCCC1.C>CC(C)=O.O1CCCC1>[CH3:14][O:15][C:16]1[CH:17]=[C:18]2[C:19]([NH2:34])=[N:20][C:21]([N:28]3[CH2:29][CH2:30][N:31]([C:11]([CH:2]4[O:1][C:6]5[CH:7]=[CH:8][CH:9]=[CH:10][C:5]=5[O:4][CH2:3]4)=[O:13])[CH2:32][CH2:33]3)=[N:22][C:23]2=[CH:24][C:25]=1[O:26][CH3:27]. Reported procedure: In a reaction vessel, 0.25 mol (45.0 g) of 2,3-dihydro-1,4-benzodioxine-2-carboxylic acid, tetrahydrofuran (328 ml) and 6,7-dimethoxy-2-(piperazin-1-yl)quinazolin-4-amine (0.22 mol; 63.58 g) were charged and contents were stirred at 20-25° C. for 5-10 min. To the resulting mixture dicyclohexylcarbodiimide (0.26 mol; 54.0 g) was added and stirring continued at 20-25° C. for 1.5 hr. To the resulting reaction mass charcoal was added and contents were stirred at 26-28° C. for 45 min. The contents we... The reactants are FC1=C(C(=CC=C1)F)N1C(C=CC2=C1N=C(N=C2C=2C=C(C=CC2C)NC(=O)C2=CSC=C2)NC2CC(NC(C2)(C)C)(C)C)=O (N-(3-{8-(2,6-difluorophenyl)-7-oxo-2-[(2,2,6,6-tetramethyl-4-piperidinyl)amino]-7,8-dihydropyrido[2,3-d]pyrimidin-4-yl}-4-methylphenyl)-3-thiophenecarboxamide), Br (hydrobromic acid). The solvent is CC(=O)C (acetone), CC(=O)C (acetone). Product: Br.FC1=C(C(=CC=C1)F)N1C(C=CC2=C1N=C(N=C2C=2C=C(C=CC2C)NC(=O)C2=CSC=C2)NC2CC(NC(C2)(C)C)(C)C)=O (N-(3-{8-(2,6-difluorophenyl)-7-oxo-2-[(2,2,6,6-tetramethyl-4-piperidinyl)amino]-7,8-dihydropyrido[2,3-d]pyrimidin-4-yl}-4-methylphenyl)-3-thiophenecarboxamide hydrobromide). As a reaction SMILES: [F:1][C:2]1[CH:7]=[CH:6][CH:5]=[C:4]([F:8])[C:3]=1[N:9]1[C:14]2[N:15]=[C:16]([NH:34][CH:35]3[CH2:40][C:39]([CH3:42])([CH3:41])[NH:38][C:37]([CH3:44])([CH3:43])[CH2:36]3)[N:17]=[C:18]([C:19]3[CH:20]=[C:21]([NH:26][C:27]([C:29]4[CH:33]=[CH:32][S:31][CH:30]=4)=[O:28])[CH:22]=[CH:23][C:24]=3[CH3:25])[C:13]=2[CH:12]=[CH:11][C:10]1=[O:45].[BrH:46]>CC(C)=O>[BrH:46].[F:8][C:4]1[CH:5]=[CH:6][CH:7]=[C:2]([F:1])[C:3]=1[N:9]1[C:14]2[N:15]=[C:16]([NH:34][CH:35]3[CH2:36][C:37]([CH3:43])([CH3:44])[NH:38][C:39]([CH3:42])([CH3:41])[CH2:40]3)[N:17]=[C:18]([C:19]3[CH:20]=[C:21]([NH:26][C:27]([C:29]4[CH:33]=[CH:32][S:31][CH:30]=4)=[O:28])[CH:22]=[CH:23][C:24]=3[CH3:25])[C:13]=2[CH:12]=[CH:11][C:10]1=[O:45] |f:3.4|. Procedure: Added 400 uL of acetone to N-(3-{8-(2,6-difluorophenyl)-7-oxo-2-[(2,2,6,6-tetramethyl-4-piperidinyl)amino]-7,8-dihydropyrido[2,3-d]pyrimidin-4-yl}-4-methylphenyl)-3-thiophenecarboxamide (9.8 mg), mostly dissolved. Added hydrobromic acid (1.1 eq; 1M in water). After about 2.5 weeks, small amounts of crystals were seen. The cap was loosened and let to evaporate overnight. This resulted in more crystals the next day. To this was added back 50 uL of acetone, filtered and dried to provide the title c... Starting materials: C1(CCC1)N1CCC(CC1)OC1=CC=C(C=C1)N1C=C(C=C1)C(=O)O (1-{4-[(1-cyclobutylpiperidin-4-yl)oxy]phenyl}-1H-pyrrole-3-carboxylic acid), Cl.CN(CCCN=C=NCC)C (1-{3-(dimethylamino)propyl}-3-ethylcarbodiimide hydrochloride), O.ON1N=NC2=C1C=CC=C2 (1-hydroxybenzotriazole hydrate), N1CC1 (aziridine). Solvent: CN(C=O)C (N,N-dimethylformamide), O (Water), C(Cl)(Cl)Cl (chloroform). Conditions: time 16 hour. The product is N1(CCC1)C(=O)C1=CN(C=C1)C1=CC=C(C=C1)OC1CCN(CC1)C1CCC1 (azetidin-1-yl (1-{4-[(1-cyclobutylpiperidin-4-yl)oxy]phenyl}-1H-pyrrol-3-yl)methanone). Isolated yield 50.2%. RXN SMILES: [CH:1]1([N:5]2[CH2:10][CH2:9][CH:8]([O:11][C:12]3[CH:17]=[CH:16][C:15]([N:18]4[CH:22]=[CH:21][C:20]([C:23](O)=[O:24])=[CH:19]4)=[CH:14][CH:13]=3)[CH2:7][CH2:6]2)[CH2:4][CH2:3][CH2:2]1.Cl.CN(C)CCCN=[C:33]=[N:34][CH2:35][CH3:36].O.ON1C2C=CC=CC=2N=N1.N1CC1>CN(C)C=O.C(Cl)(Cl)Cl.O>[N:34]1([C:23]([C:20]2[CH:21]=[CH:22][N:18]([C:15]3[CH:14]=[CH:13][C:12]([O:11][CH:8]4[CH2:7][CH2:6][N:5]([CH:1]5[CH2:2][CH2:3][CH2:4]5)[CH2:10][CH2:9]4)=[CH:17][CH:16]=3)[CH:19]=2)=[O:24])[CH2:33][CH2:36][CH2:35]1 |f:1.2,3.4|. Procedure details: A suspension of 1-{4-[(1-cyclobutylpiperidin-4-yl)oxy]phenyl}-1H-pyrrole-3-carboxylic acid (0.1 g) synthesized in Example 2, 1-{3-(dimethylamino)propyl}-3-ethylcarbodiimide hydrochloride (0.085 g), 1-hydroxybenzotriazole hydrate (0.067 g) and aziridine (0.034 g) in N,N-dimethylformamide (0.1 ml) was stirred at room temperature for 16 hours. Water was added to the reaction mixture and extraction was conducted with chloroform. The organic layer was concentrated under reduced pressure and the resul... Reactants: COC(CNC(C1=C(C=C(C(=C1)Cl)OC1=C(C=NC=C1)C(=O)N1CCN(C2=CC=CC=C12)C1CC1)Cl)=O)=O ({2,5-Dichloro-4-[3-(4-cyclopropyl-3,4-dihydro-2H-quinoxaline-1-carbonyl)-pyridin-4-yloxy]-benzoylamino}-acetic acid methyl ester), COC(C1=CC=C(C=C1)N)=O (4-amino-benzoic acid methyl ester). The solvent is CCCCCCC.C(C)(=O)OCC (n-heptane ethyl acetate). Yields the product COC(C1=CC=C(C=C1)NC(C1=C(C=C(C(=C1)Cl)OC1=C(C=NC=C1)C(=O)N1CCN(C2=CC=CC=C12)C1CC1)Cl)=O)=O (4-{2,5-Dichloro-4-[3-(4-cyclopropyl-3,4-dihydro-2H-quinoxaline-1-carbonyl)-pyridin-4-yloxy]-benzoylamino}-benzoic acid methyl ester). As a reaction SMILES: COC(=O)C[NH:5][C:6](=[O:37])[C:7]1[CH:12]=[C:11]([Cl:13])[C:10]([O:14][C:15]2[CH:20]=[CH:19][N:18]=[CH:17][C:16]=2[C:21]([N:23]2[C:32]3[C:27](=[CH:28][CH:29]=[CH:30][CH:31]=3)[N:26]([CH:33]3[CH2:35][CH2:34]3)[CH2:25][CH2:24]2)=[O:22])=[CH:9][C:8]=1[Cl:36].[CH3:39][O:40][C:41](=[O:49])[C:42]1[CH:47]=[CH:46][C:45](N)=[CH:44][CH:43]=1>CCCCCCC.C(OCC)(=O)C>[CH3:39][O:40][C:41](=[O:49])[C:42]1[CH:47]=[CH:46][C:45]([NH:5][C:6](=[O:37])[C:7]2[CH:12]=[C:11]([Cl:13])[C:10]([O:14][C:15]3[CH:20]=[CH:19][N:18]=[CH:17][C:16]=3[C:21]([N:23]3[C:32]4[C:27](=[CH:28][CH:29]=[CH:30][CH:31]=4)[N:26]([CH:33]4[CH2:35][CH2:34]4)[CH2:25][CH2:24]3)=[O:22])=[CH:9][C:8]=2[Cl:36])=[CH:44][CH:43]=1 |f:2.3|. Procedure details: The title compound was prepared in analogy to Example 1, from 2,5-dichloro-4-[3-(4-cyclopropyl-3,4-dihydro-2H-quinoxaline-1-carbonyl)-pyridin-4-yloxy]-benzoic acid (Example 29, intermediate) and 4-amino-benzoic acid methyl ester (commercially available, CAS RN 619-45-4) and using a gradient of n-heptane:ethyl acetate (100:0 to 0:100) for the chromatographic purification. Light brown foam (29%). MS (ESI): m/z=617.136 [M+H]+.